Dataset: the Open Reaction Database (ORD), a public repository of structured organic reaction records. Task: describe an organic reaction: reactants, conditions, products, and yield The product is C(C)OC(=O)C1(CC1)C1=CC=C(C=C1)C1=CC=C(C=C1)C1=C(C(=NO1)C)C(CCCC1=CC=CC=C1)O (1-{4′-[4-(1-Hydroxy-4-phenyl-butyl)-3-methyl-isoxazol-5-yl]-biphenyl-4-yl}-cyclopropanecarboxylic acid ethyl ester). Procedure details: Prepared according to the procedure described in Example 3, Step 5, using dichlorobis(triphenylphosphine)palladium(II) as the catalyst and using 1-[5-(4-bromo-phenyl)-3-methyl-isoxazol-4-yl]-4-phenyl-butan-1-ol (Enantiomer B) and 1-[4-(4,4,5,5-tetramethyl-[1,3,2]dioxaborolan-2-yl)-phenyl]-cyclopropanecarboxylic acid ethyl ester. RXN SMILES: Br[C:2]1[CH:7]=[CH:6][C:5]([C:8]2[O:12][N:11]=[C:10]([CH3:13])[C:9]=2[CH:14]([OH:24])[CH2:15][CH2:16][CH2:17][C:18]2[CH:23]=[CH:22][CH:21]=[CH:20][CH:19]=2)=[CH:4][CH:3]=1.[CH2:25]([O:27][C:28]([C:30]1([C:33]2[CH:38]=[CH:37][C:36](B3OC(C)(C)C(C)(C)O3)=[CH:35][CH:34]=2)[CH2:32][CH2:31]1)=[O:29])[CH3:26]>Cl[Pd](Cl)([P](C1C=CC=CC=1)(C1C=CC=CC=1)C1C=CC=CC=1)[P](C1C=CC=CC=1)(C1C=CC=CC=1)C1C=CC=CC=1>[CH2:25]([O:27][C:28]([C:30]1([C:33]2[CH:38]=[CH:37][C:36]([C:2]3[CH:7]=[CH:6][C:5]([C:8]4[O:12][N:11]=[C:10]([CH3:13])[C:9]=4[CH:14]([OH:24])[CH2:15][CH2:16][CH2:17][C:18]4[CH:23]=[CH:22][CH:21]=[CH:20][CH:19]=4)=[CH:4][CH:3]=3)=[CH:35][CH:34]=2)[CH2:31][CH2:32]1)=[O:29])[CH3:26] |^1:50,69|. The reagents and catalysts are Cl[Pd]([P](C1=CC=CC=C1)(C2=CC=CC=C2)C3=CC=CC=C3)([P](C4=CC=CC=C4)(C5=CC=CC=C5)C6=CC=CC=C6)Cl (dichlorobis(triphenylphosphine)palladium(II)). Reactants: BrC1=CC=C(C=C1)C1=C(C(=NO1)C)C(CCCC1=CC=CC=C1)O (1-[5-(4-bromo-phenyl)-3-methyl-isoxazol-4-yl]-4-phenyl-butan-1-ol), C(C)OC(=O)C1(CC1)C1=CC=C(C=C1)B1OC(C(O1)(C)C)(C)C (1-[4-(4,4,5,5-tetramethyl-[1,3,2]dioxaborolan-2-yl)-phenyl]-cyclopropanecarboxylic acid ethyl ester). Reactants: BrCCCC(=O)OCC (ethyl 4-bromobutyrate), CC(C=O)CCCC (2-methyl hexanal). The product is CC(C=CCCCO)CCCC (6-methyl-4-decen-1-ol). Isolated yield 52.0%. As a reaction SMILES: Br[CH2:2][CH2:3][CH2:4][C:5]([O:7]CC)=O.[CH3:10][CH:11]([CH2:14][CH2:15][CH2:16][CH3:17])[CH:12]=O>>[CH3:10][CH:11]([CH2:14][CH2:15][CH2:16][CH3:17])[CH:12]=[CH:2][CH2:3][CH2:4][CH2:5][OH:7]. Procedure: 6-methyl-4-decen-1-ol was prepared in the same manner according to Example 4 except that 97.5 g (0.5 mol) of ethyl 4-bromobutyrate was used in place of ethyl 5-bromovalerate and 57.1 g (0.5 mol) of 2-methyl hexanal was used in place of 2-methyl valeraldehyde.